This data is from the Open Reaction Database (ORD), a public repository of structured organic reaction records. The task is: describe an organic reaction: reactants, conditions, products, and yield Starting materials: C(C)(=O)OCC1=CC=CC=C1 (benzyl acetate), C(C)C1C(CC(C(C(OC(C2CCCCN2C(C(C2(C(CC(C(C(CC(CC(=C1)C)C)OC)O2)OC)C)O)=O)=O)=O)C(=CC2CC(C(CC2)=O)OC)C)C)O[Si](C)(C)C(C)(C)C)=O (17-Ethyl-1-hydroxy-12-[2'-(4"-oxo-3"-methoxycyclohexyl)-1'-methylvinyl]-14-t-butyldimethylsilyloxy-23,25-dimethoxy-13,19, 21,27-tetramethyl-11,28-dioxa-4-azatricyclo[22.3.1.04,9 ]octacos 18-ene-2,3,10,16-tetraone), solution, CC=1C(=C([SiH]([SiH-](C1)(C)C)C)C)C.[Na+] (sodium hexamethyldisilamide). The solvent is C1CCOC1 (THF), O1CCCC1 (tetrahydrofuran), O1CCCC1 (tetrahydrofuran). Reaction conditions: temperature 0 celsius, time 15 minute. Product: C(C)C1CCN2C(C(C3(C(CC(C(C(CC(CC(=CCC(CC(C(C(OC(C2C1)=O)C(=CC1CC(C(CC1)(CC(=O)OCC1=CC=CC=C1)O)OC)C)C)O[Si](C)(C)C(C)(C)C)=O)C)C)OC)O3)OC)C)O)=O)=O (7-Ethyl-1-hydroxy-12-[2'-(4"-hydroxy-4"-[benzyloxycarbonylmethyl]-3"-methoxycyclohexyl)-1'-methylvinyl]-14-tert-butyldimethylsilyloxy-23,25-dimethoxy-13,19,21,27-tetramethyl-11,28-dioxa-4-azatricyclo[22.3.1.04,9 ]octacos-18-ene-2,3,10,16-tetraone). Isolated yield 49.0%. RXN SMILES: [CH3:1][C:2]1C(C)=C(C)[SiH](C)[SiH-](C)(C)C=1.[Na+].[C:14]([O:17][CH2:18][C:19]1[CH:24]=[CH:23][CH:22]=[CH:21][CH:20]=1)(=[O:16])[CH3:15].C([CH:27]1[CH:53]=[C:52]([CH3:54])[CH2:51][CH:50]([CH3:55])[CH2:49][CH:48]([O:56][CH3:57])[CH:47]2[O:58][C:43]([OH:62])([CH:44]([CH3:61])[CH2:45][CH:46]2[O:59][CH3:60])[C:42](=[O:63])[C:41](=[O:64])[N:40]2[CH:35]([CH2:36][CH2:37][CH2:38][CH2:39]2)[C:34](=[O:65])[O:33][CH:32]([C:66]([CH3:77])=[CH:67][CH:68]2[CH2:73][CH2:72][C:71](=[O:74])[CH:70]([O:75][CH3:76])[CH2:69]2)[CH:31]([CH3:78])[CH:30]([O:79][Si:80]([C:83]([CH3:86])([CH3:85])[CH3:84])([CH3:82])[CH3:81])[CH2:29][C:28]1=[O:87])C>O1CCCC1>[CH2:1]([CH:37]1[CH2:36][CH:35]2[N:40]([C:41](=[O:64])[C:42](=[O:63])[C:43]3([OH:62])[O:58][CH:47]([CH:48]([O:56][CH3:57])[CH2:49][CH:50]([CH3:55])[CH2:51][C:52]([CH3:54])=[CH:53][CH2:27][C:28](=[O:87])[CH2:29][CH:30]([O:79][Si:80]([C:83]([CH3:84])([CH3:85])[CH3:86])([CH3:82])[CH3:81])[CH:31]([CH3:78])[CH:32]([C:66]([CH3:77])=[CH:67][CH:68]4[CH2:73][CH2:72][C:71]([OH:74])([CH2:15][C:14]([O:17][CH2:18][C:19]5[CH:24]=[CH:23][CH:22]=[CH:21][CH:20]=5)=[O:16])[CH:70]([O:75][CH3:76])[CH2:69]4)[O:33][C:34]2=[O:65])[CH:46]([O:59][CH3:60])[CH2:45][CH:44]3[CH3:61])[CH2:39][CH2:38]1)[CH3:2] |f:0.1|. Reported procedure: A solution of 20 mL of a 1.0 M solution of sodium hexamethyldisilamide in tetrahydrofuran was cooled to -78° C. in an ice bath under nitrogen. Then a solution of 3.00 g (20 mmole) of benzyl acetate in 10 mL of dry THF was added and the solution was stirred at 0° C. under nitrogen. After 15 min., 4.5 g (5 mmole) of 17-ethyl-1-hydroxy-12-[2'-(4"-oxo-3"-methoxycyclohexyl)-1'-methylvinyl]-14-t-butyldimethylsilyloxy-23,25-dimethoxy-13,19,21,27-tetramethyl-11,28-dioxa-4-azatricyclo[22.3.1.04,9 ]octaco... RXN SMILES: C[O:2][C:3]([CH:5]([N:13]1[CH:16]([C:17]2[CH:22]=[CH:21][CH:20]=[CH:19][CH:18]=2)[CH:15]([NH:23][C:24](=[O:26])[CH3:25])[C:14]1=[O:27])[CH2:6]C1C=CC=CC=1)=[O:4]>CO.[Pd]>[C:24]([NH:23][C@H:15]([C:14]([NH:13][C@H:5]([C:3]([OH:4])=[O:2])[CH3:6])=[O:27])[CH2:16][C:17]1[CH:22]=[CH:21][CH:20]=[CH:19][CH:18]=1)(=[O:26])[CH3:25]. Run in CO (methanol). Isolated yield 122.9%. The reagents and catalysts are [Pd] (Pd-C). Starting materials: COC(=O)C(CC1=CC=CC=C1)N1C(C(C1C1=CC=CC=C1)NC(C)=O)=O (1-(1-methoxycarbonyl-2-phenylethyl)-3-acetylamino-4-phenylazetidin-2-one). Product: methyl ester, C(C)(=O)N[C@@H](CC1=CC=CC=C1)C(=O)N[C@@H](C)C(=O)O (N-acetylphenylalanylalanine). Reaction conditions: time 18 hour. Procedure details: According to the same procedure as in Example 1, 1-(1-methoxycarbonyl-2-phenylethyl)-3-acetylamino-4-phenylazetidin-2-one (300 mg.) was subjected to hydrogenolysis at 50° C. in methanol (30 ml.) under a hydrogen pressure of one atmosphere in the presence of a 10% Pd-C (350 mg.). The reaction completed in 18 hours. The same after-treatment as in Example 1 was followed to give methyl ester of N-acetylphenylalanylalanine (280 mg., yield: 92.8%) melting at 128.0°-132.0° C.